From a dataset of the Open Reaction Database (ORD), a public repository of structured organic reaction records. describe an organic reaction: reactants, conditions, products, and yield Reactants: BrC1=CC=C(C=C1)OC (p-bromoanisole), N1C=CC2=CC=CC=C12 (indole), C(=O)([O-])[O-].[K+].[K+] (K2CO3), Cu2Br2. The product is COC1=CC=C(C=C1)N1C=CC2=CC=CC=C12 (1-(4-Methoxyphenyl)indole). As a reaction SMILES: Br[C:2]1[CH:7]=[CH:6][C:5]([O:8][CH3:9])=[CH:4][CH:3]=1.[NH:10]1[C:18]2[C:13](=[CH:14][CH:15]=[CH:16][CH:17]=2)[CH:12]=[CH:11]1.C([O-])([O-])=O.[K+].[K+]>>[CH3:9][O:8][C:5]1[CH:6]=[CH:7][C:2]([N:10]2[C:18]3[C:13](=[CH:14][CH:15]=[CH:16][CH:17]=3)[CH:12]=[CH:11]2)=[CH:3][CH:4]=1 |f:2.3.4|. Procedure: By the method of Preparation C43, p-bromoanisole (140 g, 0.75 mole), indole (60 g, 0.51 mole), K2CO3 (75 g, 0.54 mole) and Cu2Br2 (28 g, 0.1 mole) were converted to title product, purified by distillation, rather than chromatography, 67.7 g, b.p. 150-160/0.4-0.5 mm, which crystallized on storage in the refrigerator, m.p. 52°-54° C. Starting materials: COC(C)(C)OC, OCC1CC(n2ccc3c(Cl)ncnc32)C(O)C1O, [Na+], O=C([O-])O, O, Cc1ccc(S(=O)(=O)O)cc1. As a reaction SMILES: [CH3:20][O:21][C:22]([CH3:23])([CH3:24])[O:25][CH3:26].[Cl:1][c:2]1[c:3]2[c:4]([n:5][cH:6][n:7]1)[n:8]([CH:11]1[CH:12]([OH:19])[CH:13]([OH:18])[CH:14]([CH2:16][OH:17])[CH2:15]1)[cH:9][cH:10]2.[Na+:43].[O-:39][C:40]([OH:41])=[O:42].[OH2:27].[c:28]1([CH3:29])[cH:30][cH:31][c:32]([S:33]([OH:34])(=[O:35])=[O:36])[cH:37][cH:38]1>>[Cl:1][c:2]1[c:3]2[c:4]([n:5][cH:6][n:7]1)[n:8]([CH:11]1[CH:12]3[CH:13]([CH:14]([CH2:16][OH:17])[CH2:15]1)[O:18][C:22]([CH3:23])([CH3:24])[O:19]3)[cH:9][cH:10]2. Yields the product CC1(C)OC2C(CO)CC(n3ccc4c(Cl)ncnc43)C2O1. As a reaction SMILES: [C:1]([CH3:2])([CH3:3])([CH3:4])[O:5][C:6]([NH:7][CH:8]([CH2:9][c:10]1[cH:11][nH:12][c:13]2[c:14]([O:19][CH2:20][c:21]3[cH:22][cH:23][cH:24][cH:25][cH:26]3)[cH:15][cH:16][cH:17][c:18]12)[CH3:27])=[O:28].[CH3:29][c:30]1[cH:31][cH:32][cH:33][cH:34][cH:35]1.[CH3:38][CH2:39][OH:40].[H:36][H:37]>>[C:1]([CH3:2])([CH3:3])([CH3:4])[O:5][C:6]([NH:7][CH:8]([CH2:9][c:10]1[cH:11][nH:12][c:13]2[c:14]([OH:19])[cH:15][cH:16][cH:17][c:18]12)[CH3:27])=[O:28]. Reactants: CC(Cc1c[nH]c2c(OCc3ccccc3)cccc12)NC(=O)OC(C)(C)C, Cc1ccccc1, CCO, [H][H]. Product: CC(Cc1c[nH]c2c(O)cccc12)NC(=O)OC(C)(C)C.